The task is: describe an organic reaction: reactants, conditions, products, and yield. This data is from the Open Reaction Database (ORD), a public repository of structured organic reaction records. Starting materials: CC(=O)SCC(C)C(=O)Cl, CC(CSC(=O)c1ccccc1)C(=O)N1CCC=C1C(=O)O, CC(CSC(=O)c1ccco1)C(=O)Cl. Yields the product CC(CSC(=O)c1ccco1)C(=O)N1CCC=C1C(=O)O. RXN SMILES: [C:15]([S:16][CH2:17][CH:18]([CH3:19])[C:20]([Cl:21])=[O:22])(=[O:23])[CH3:24].[C:25]([S:26][CH2:27][CH:28]([CH3:29])[C:30](=[O:31])[N:38]1[C:39]([C:43](=[O:44])[OH:45])=[CH:40][CH2:41][CH2:42]1)(=[O:32])[c:33]1[cH:34][cH:35][cH:36][cH:37][cH:46]1.[o:1]1[c:2]([C:6](=[O:7])[S:8][CH2:9][CH:10]([C:11](=[O:12])[Cl:13])[CH3:14])[cH:3][cH:4][cH:5]1>>[o:1]1[c:2]([C:6](=[O:7])[S:8][CH2:9][CH:10]([C:11](=[O:12])[N:38]2[C:39]([C:43](=[O:44])[OH:45])=[CH:40][CH2:41][CH2:42]2)[CH3:14])[cH:3][cH:4][cH:5]1.